Dataset: the Open Reaction Database (ORD), a public repository of structured organic reaction records. Task: describe an organic reaction: reactants, conditions, products, and yield Reactants: C1(=CC=CS1)C(=O)C1=CC=C(C(=O)N2CC3=C(CC2)C=CO3)C=C1 (6-[4-(2-thenoyl)benzoyl]-4,5,6,7-tetrahydrofuro[2,3-c]pyridine), CNC (dimethylamine), C=O (formaldehyde). Run in C(C)(=O)O (acetic acid). Run at temperature 100 celsius, time 0.5 hour. The product is CN(C)CC1=CC2=C(CN(CC2)C(C2=CC=C(C=C2)C(C2=CC=CS2)=O)=O)O1 (N,N-dimethyl-[6-[4-(2-thenoyl)benzoyl]-4,5,6,7-tetrahydrofuro[2,3-c]pyridin-2-ylmethyl]amine). As a reaction SMILES: [C:1]1([C:6]([C:8]2[CH:24]=[CH:23][C:11]([C:12]([N:14]3[CH2:19][CH2:18][C:17]4[CH:20]=[CH:21][O:22][C:16]=4[CH2:15]3)=[O:13])=[CH:10][CH:9]=2)=[O:7])[S:5][CH:4]=[CH:3][CH:2]=1.[CH3:25][NH:26][CH3:27].[CH2:28]=O>C(O)(=O)C>[CH3:25][N:26]([CH2:28][C:21]1[O:22][C:16]2[CH2:15][N:14]([C:12](=[O:13])[C:11]3[CH:10]=[CH:9][C:8]([C:6](=[O:7])[C:1]4[S:5][CH:4]=[CH:3][CH:2]=4)=[CH:24][CH:23]=3)[CH2:19][CH2:18][C:17]=2[CH:20]=1)[CH3:27]. Procedure details: To a solution of 0.251 g (0.744 mmol) of 6-[4-(2-thenoyl)benzoyl]-4,5,6,7-tetrahydrofuro[2,3-c]pyridine in 10 ml of acetic acid, 0.10 g (1.1 mmol) of 50% aqueous dimethylamine and 0.09 g (1.1 mmol) of 37% aqueous formaldehyde were added, followed by stirring at 100° C. for 0.5 hours. After the solvent was distilled off under reduced pressure, the residual solution was alkalified with an aqueous sodium hydroxide and extracted with ethyl acetate 3 times. The combined organic layer was dried over a... Reaction conditions: temperature 85 celsius, time 15 minute. Procedure details: In a flame dried round-bottomed flask equipped with a magnetic stir bar and under inert atmosphere (N2), a mixture of 1-(2-((4-nitro-2H-1,2,3-triazol-2-yl)methyl)oxazol-4-yl)cyclopropyl pivalate (150 mg, 0.45 mmol), iron powder (76 mg, 1.34 mmol) and NH4Cl (121 mg, 2.24 mmol) in a mixture of EtOH (2.0 mL) and water (1.0 mL) was stirred at 85° C. for 15 min. The reaction mixture was filtered while hot and concentrated under reduced pressure. CH2Cl2 (5.0 mL) was added followed by 1N NaOH (5.0 mL).... The reactants are C(C(C)(C)C)(=O)OC1(CC1)C=1N=C(OC1)CN1N=CC(=N1)[N+](=O)[O-] (1-(2-((4-nitro-2H-1,2,3-triazol-2-yl)methyl)oxazol-4-yl)cyclopropyl pivalate), [NH4+].[Cl-] (NH4Cl), N#N (N2). RXN SMILES: N#N.[C:3]([O:9][C:10]1([C:13]2[N:14]=[C:15]([CH2:18][N:19]3[N:23]=[C:22]([N+:24]([O-])=O)[CH:21]=[N:20]3)[O:16][CH:17]=2)[CH2:12][CH2:11]1)(=[O:8])[C:4]([CH3:7])([CH3:6])[CH3:5].[NH4+].[Cl-]>CCO.O.[Fe]>[C:3]([O:9][C:10]1([C:13]2[N:14]=[C:15]([CH2:18][N:19]3[N:23]=[C:22]([NH2:24])[CH:21]=[N:20]3)[O:16][CH:17]=2)[CH2:12][CH2:11]1)(=[O:8])[C:4]([CH3:7])([CH3:6])[CH3:5] |f:2.3|. The product is C(C(C)(C)C)(=O)OC1(CC1)C=1N=C(OC1)CN1N=CC(=N1)N (1-(2-((4-Amino-2H-1,2,3-triazol-2-yl)methyl)oxazol-4-yl)cyclopropyl pivalate). The reagents and catalysts are [Fe] (iron). Run in CCO (EtOH), O (water). Reactants: C(C(C)(C)C)(=O)NC(NC1=CC=C(C=N1)OC1=CC(=NC=C1)NC(OC(=C)C)=O)=O (prop-1-en-2-yl (4-((6-(3-pivaloylureido)pyridin-3-yl)oxy)pyridin-2-yl)carbamate), Cl.Cl.CN(C1CCNCC1)C (4-(dimethylamino)piperidine dihydrochloride), CN1CCCC1 (N-methylpyrrolidine). Solvent: O1CCOCC1 (dioxane). Product: CN(C1CCN(CC1)C(=O)NC1=NC=CC(=C1)OC=1C=NC(=CC1)NC(=O)NC(C(C)(C)C)=O)C (4-(dimethylamino)-N-(4-((6-(3-pivaloylureido)pyridin-3-yl)oxy)pyridin-2-yl)piperidine-1-carboxamide). Isolated yield 13.0%. RXN SMILES: [C:1]([NH:7][C:8](=[O:30])[NH:9][C:10]1[N:15]=[CH:14][C:13]([O:16][C:17]2[CH:22]=[CH:21][N:20]=[C:19]([NH:23][C:24](=[O:29])OC(C)=C)[CH:18]=2)=[CH:12][CH:11]=1)(=[O:6])[C:2]([CH3:5])([CH3:4])[CH3:3].Cl.Cl.[CH3:33][N:34]([CH3:41])[CH:35]1[CH2:40][CH2:39][NH:38][CH2:37][CH2:36]1.CN1CCCC1>O1CCOCC1>[CH3:33][N:34]([CH3:41])[CH:35]1[CH2:40][CH2:39][N:38]([C:24]([NH:23][C:19]2[CH:18]=[C:17]([O:16][C:13]3[CH:14]=[N:15][C:10]([NH:9][C:8]([NH:7][C:1](=[O:6])[C:2]([CH3:3])([CH3:5])[CH3:4])=[O:30])=[CH:11][CH:12]=3)[CH:22]=[CH:21][N:20]=2)=[O:29])[CH2:37][CH2:36]1 |f:1.2.3|. Reported procedure: A mixture of Example C2 (0.42 g, 1.02 mmol), 4-(dimethylamino)piperidine dihydrochloride (0.204 g, 1.02 mmol) and N-methylpyrrolidine (0.182 g, 2.13 mmol) in dioxane (5 mL) was heated at 80° C. overnight, cooled to RT, concentrated to dryness and purified via silica gel chromatography (MeOH/DCM). The resultant material was dissolved in MeCN/H2O, frozen and lyophilized to afford 4-(dimethylamino)-N-(4-((6-(3-pivaloylureido)pyridin-3-yl)oxy)pyridin-2-yl)piperidine-1-carboxamide as a yellowish soli... Starting materials: C(C)(CC)[Li] (sec-butyllithium), C1(=CC=CC=C1)CC(=O)NC1C(NC1)=O (3-[(Phenylacetyl)amino]-2-azetidinone), COP(OC)(=O)Cl (dimethylphosphorochloridate). Solvent: CN(C=O)C (dimethylformamide), O1CCCC1 (tetrahydrofuran), C(C)(=O)OCC (ethyl acetate). Run at temperature -78 celsius, time 8 minute. Yields the product O=C1N(C[C@@H]1NC(CC1=CC=CC=C1)=O)P(OC)(OC)=O ((S)-[2-Oxo-3-[(phenylacetyl)amino]-1-azetidinyl]phosphonic acid, dimethyl ester). Reaction SMILES: [C:1]1([CH2:7][C:8]([NH:10][CH:11]2[CH2:14][NH:13][C:12]2=[O:15])=[O:9])[CH:6]=[CH:5][CH:4]=[CH:3][CH:2]=1.C([Li])(CC)C.[CH3:21][O:22][P:23](Cl)(=[O:26])[O:24][CH3:25]>CN(C)C=O.O1CCCC1.C(OCC)(=O)C>[O:15]=[C:12]1[C@@H:11]([NH:10][C:8](=[O:9])[CH2:7][C:1]2[CH:6]=[CH:5][CH:4]=[CH:3][CH:2]=2)[CH2:14][N:13]1[P:23](=[O:26])([O:24][CH3:25])[O:22][CH3:21]. Procedure: 3-[(Phenylacetyl)amino]-2-azetidinone (250 mg)was dissolved in a mixture of dry dimethylformamide (2 ml) and anhydrous tetrahydrofuran (5 ml). The mixture was cooled to -78° C., sec-butyllithium (0.83 ml of 1.4 N in cyclohexane) was added, stirring was continued for 8 minutes dimethylphosphorochloridate (187 μl) was added, and the mixture was stirred for 45 minutes at -78° C. After dilution with saturated aqueous sodium chloride and two extractions with ethyl acetate, the combined extracts were ... The reactants are [Al+3], CC(C)(C)OC(=O)N1CCC(C)(c2nc(-c3ccncc3)c(-c3ccc(F)cc3)[nH]2)CC1, C1CCOC1, CCOC(C)=O, [H-], [H-], [H-], [H-], [Li+]. Yields the product CN1CCC(C)(c2nc(-c3ccncc3)c(-c3ccc(F)cc3)[nH]2)CC1. As a reaction SMILES: [Al+3:34].[C:1]([O:2][C:6](=[O:3])[N:8]1[CH2:9][CH2:10][C:11]([CH3:14])([c:15]2[nH:16][c:17](-[c:26]3[cH:27][cH:28][c:29]([F:32])[cH:30][cH:31]3)[c:18](-[c:20]3[cH:21][cH:22][n:23][cH:24][cH:25]3)[n:19]2)[CH2:12][CH2:13]1)([CH3:4])([CH3:5])[CH3:7].[CH2:39]1[O:40][CH2:41][CH2:42][CH2:43]1.[CH3:44][CH2:45][O:46][C:47](=[O:48])[CH3:49].[H-:33].[H-:36].[H-:37].[H-:38].[Li+:35]>>[CH3:6][N:8]1[CH2:9][CH2:10][C:11]([CH3:14])([c:15]2[nH:16][c:17](-[c:26]3[cH:27][cH:28][c:29]([F:32])[cH:30][cH:31]3)[c:18](-[c:20]3[cH:21][cH:22][n:23][cH:24][cH:25]3)[n:19]2)[CH2:12][CH2:13]1. The reactants are BrC=1C(=NC=C(N1)Br)NCC(=O)OCC (ethyl 2-(3,5-dibromopyrazin-2-ylamino)acetate), [Cl-].[Na+] (sodium chloride), Cl.CO[C@@H]1CC[C@H](CC1)N (trans-4-methoxycyclohexanamine hydrochloride), CCN(C(C)C)C(C)C (DIPEA). Solvent: C(C)(=O)OCC (ethyl acetate), CN1CCCC1=O (NMP). Run at temperature 125 celsius. Yields the product BrC=1N=C(C(=NC1)NCC(=O)OCC)N[C@@H]1CC[C@H](CC1)OC (ethyl 2-(5-bromo-3-(trans-4-methoxycyclohexylamino)pyrazin-2-ylamino)acetate). Reaction SMILES: Br[C:2]1[C:3]([NH:9][CH2:10][C:11]([O:13][CH2:14][CH3:15])=[O:12])=[N:4][CH:5]=[C:6]([Br:8])[N:7]=1.Cl.[CH3:17][O:18][C@H:19]1[CH2:24][CH2:23][C@H:22]([NH2:25])[CH2:21][CH2:20]1.CCN(C(C)C)C(C)C.[Cl-].[Na+]>C(OCC)(=O)C.CN1C(=O)CCC1>[Br:8][C:6]1[N:7]=[C:2]([NH:25][C@H:22]2[CH2:23][CH2:24][C@H:19]([O:18][CH3:17])[CH2:20][CH2:21]2)[C:3]([NH:9][CH2:10][C:11]([O:13][CH2:14][CH3:15])=[O:12])=[N:4][CH:5]=1 |f:1.2,4.5|. Reported procedure: Alternatively, ethyl 2-(3,5-dibromopyrazin-2-ylamino)acetate (1 equiv) and trans-4-methoxycyclohexanamine hydrochloride (1.5 equiv), NMP and DIPEA were combined and heated to 125° C. and maintained at that temperature for 18 h. Upon reaction completion, the mixture was cooled to room temperature and transferred to a mixture of ethyl acetate and aqueous sodium chloride. The aqueous layer was removed and the organic layer was washed successively with aqueous sodium chloride and water. The organic ... The reactants are CN1N=C(C2=C1N=C(N2CC2=CC=C(C=C2)C2=C(C=CC=C2)C2=NN=NN2C(C2=CC=CC=C2)(C2=CC=CC=C2)C2=CC=CC=C2)CCC)C (1,4-Dihydro-1,3-dimethyl-5-propyl-4-[(2'-{N-triphenylmethyltetrazol-5-yl}{1,1'-biphenyl}-4-yl)methyl]imidazo[4,5-c]pyrazole), O (H2O). Run in CC(=O)O (HOAc). Reaction conditions: time 2 hour. The product is CN1N=C(C2=C1N=C(N2CC2=CC=C(C=C2)C2=C(C=CC=C2)C2=NN=NN2)CCC)C (1,4-Dihydro-1,3-dimethyl-5-propyl-4-[(2'-{1H-tetrazol-5-yl}{1,1'-biphenyl}-4-yl)methyl]-imidazo[4,5-c]pyrazole). Isolated yield 67.7%. RXN SMILES: [CH3:1][N:2]1[C:6]2[N:7]=[C:8]([CH2:47][CH2:48][CH3:49])[N:9]([CH2:10][C:11]3[CH:16]=[CH:15][C:14]([C:17]4[CH:22]=[CH:21][CH:20]=[CH:19][C:18]=4[C:23]4[N:27](C(C5C=CC=CC=5)(C5C=CC=CC=5)C5C=CC=CC=5)[N:26]=[N:25][N:24]=4)=[CH:13][CH:12]=3)[C:5]=2[C:4]([CH3:50])=[N:3]1.O>CC(O)=O>[CH3:1][N:2]1[C:6]2[N:7]=[C:8]([CH2:47][CH2:48][CH3:49])[N:9]([CH2:10][C:11]3[CH:12]=[CH:13][C:14]([C:17]4[CH:22]=[CH:21][CH:20]=[CH:19][C:18]=4[C:23]4[NH:24][N:25]=[N:26][N:27]=4)=[CH:15][CH:16]=3)[C:5]=2[C:4]([CH3:50])=[N:3]1. Procedure: The material prepared in Step E (160 mg, 0.24 mmol) was dissolved in glacial HOAc (2.0 mL) at 50° C. and H2O was added dropwise until the solution just became cloudy (approx. 0.7 mL). The mixture was kept at 50° C. for 2 hours and then was evaporated to dryness under a stream of nitrogen. The residue so formed was purified by preparative tlc on 1000μ SiO2 plates developed with CHCl3 /MeOH/NH4OH (80:20:2) to give 67 mg (68%) of the title compound as its ammonium salt. 1H NMR (200 MHz, DMSO-d6)δ 6... The reactants are C1(=CC=CC=C1)C(C1=CC=CC=C1)Cl (diphenymethyl chloride), C1=CC=CC2=CC3=CC=CC=C3C(=C12)CCl (9-anthracenylmethyl chloride), O=O (oxygen), N,N'-bis(diphenylmethyl)-spirodiamide, N,N'-bis(9-anthracenylmethyl)-spirodiamide, bisbenzyl. Product: N,N'-bis(9-anthracenylmethyl)spirodiamide, C1(=CC=CC=C1)C(=C(C1=CC=CC=C1)C1=CC=CC=C1)C1=CC=CC=C1 (tetraphenylethene). Isolated yield 35.0%. As a reaction SMILES: [C:1]1([CH:7](Cl)[C:8]2[CH:13]=[CH:12][CH:11]=[CH:10][CH:9]=2)[CH:6]=[CH:5][CH:4]=[CH:3][CH:2]=1.[CH:15]1[C:28]2[C:19](=[CH:20][C:21]3[C:26](C=2CCl)=[CH:25][CH:24]=[CH:23][CH:22]=3)[CH:18]=[CH:17][CH:16]=1.O=O>>[C:1]1([C:7]([C:8]2[CH:13]=[CH:12][CH:11]=[CH:10][CH:9]=2)=[C:20]([C:19]2[CH:28]=[CH:15][CH:16]=[CH:17][CH:18]=2)[C:21]2[CH:26]=[CH:25][CH:24]=[CH:23][CH:22]=2)[CH:6]=[CH:5][CH:4]=[CH:3][CH:2]=1. Procedure: N,N'-Bisbenzyl spirodiamide 11 was obtained by diethyl ether extraction from the brine-DMSO reaction mixture in 80-93% yield. Bulkier derivatives N,N'-bis(diphenylmethyl)-spirodiamide 12 and N,N'-bis(9-anthracenylmethyl)-spirodiamide 13 have also been synthesized from diphenymethyl chloride and 9-anthracenylmethyl chloride, respectively. N,N'-bis(9-anthracenylmethyl)spirodiamide 13 was synthesized using the same method as bisbenzyl derivative 11 and isolated by column chromatography in 35% yield... Yields the product COC1=C2C(C=C(OC2=CC(=C1)OC)C)=S (5,7-dimethoxy-2-methylthiochromone). Starting materials: CC(C)([O-])C.[K+] (potassium t-butoxide), OC1=CC(OC2=CC(=CC(=C12)OC)OC)=S (4-hydroxy-5,7-dimethoxychromene-2-thion), C([O-])([O-])=O.[K+].[K+] (potassium carbonate), OC1=C(C(=CC(=C1)OC)OC)C(C)=O (2'-hyroxy-4',6'-dimethoxyacetophenone), [C]=S (carbon sulfide), CI (methyl iodide). Reported procedure: 336.0 g of potassium t-butoxide was suspended in 2 l of toluene. Under cooling on ice, 196.0 g of 2'-hyroxy-4',6'-dimethoxyacetophenone and 2 l of toluene solution of 72.0 ml carbon sulfide were added dropwise to the solution. The mixture was stirred over 20 hours at room temperature, and 7 l of water was added in order to extract the toluene layer. This toluene solution was adjusted to pH 4-5 by addition of 800 ml of 10% aqueous sulfuric acid solution and was then stirred for 5 hours at room te... Conditions: time 20 hour. Reaction SMILES: C[C:2]([CH3:5])([O-])C.[K+].[OH:7][C:8]1[CH:13]=[C:12](OC)[CH:11]=[C:10]([O:16][CH3:17])[C:9]=1[C:18](=O)[CH3:19].[C]=S.OC1C2C(=CC(OC)=CC=2OC)OC(=[S:38])C=1.[C:39](=[O:42])([O-])[O-].[K+].[K+].CI>C1(C)C=CC=CC=1.O>[CH3:17][O:16][C:10]1[CH:11]=[C:12]([O:42][CH3:39])[CH:13]=[C:8]2[C:9]=1[C:18](=[S:38])[CH:19]=[C:2]([CH3:5])[O:7]2 |f:0.1,5.6.7,^3:20|. The solvent is C1(=CC=CC=C1)C (toluene), O (water), O (water), C1(=CC=CC=C1)C (toluene).